Dataset: the Open Reaction Database (ORD), a public repository of structured organic reaction records. Task: describe an organic reaction: reactants, conditions, products, and yield Reactants: COC(=O)c1cc(Cl)cn1N, CO, O=Cc1ccc(F)cc1. Yields the product COC(=O)c1cc(Cl)cn1N=Cc1ccc(F)cc1. Reaction SMILES: [CH3:1][O:2][C:3](=[O:4])[c:5]1[n:6]([NH2:11])[cH:7][c:8]([Cl:10])[cH:9]1.[CH3:21][OH:22].[F:12][c:13]1[cH:14][cH:15][c:16]([CH:17]=[O:18])[cH:19][cH:20]1>>[CH3:1][O:2][C:3](=[O:4])[c:5]1[n:6]([N:11]=[CH:17][c:16]2[cH:15][cH:14][c:13]([F:12])[cH:20][cH:19]2)[cH:7][c:8]([Cl:10])[cH:9]1. Product: COC(=O)C(C#N)C(=O)Nc1ccc(C(F)(F)F)cc1. Reaction SMILES: [CH2:23]1[O:24][CH2:25][CH2:26][CH2:27]1.[CH3:1][O:2][C:3](=[O:4])[CH2:5][C:6]#[N:7].[F:10][C:11]([c:12]1[cH:13][cH:14][c:15]([N:18]=[C:19]=[O:20])[cH:16][cH:17]1)([F:21])[F:22].[H-:8].[Na+:9]>>[CH3:1][O:2][C:3](=[O:4])[CH:5]([C:6]#[N:7])[C:19]([NH:18][c:15]1[cH:14][cH:13][c:12]([C:11]([F:10])([F:21])[F:22])[cH:17][cH:16]1)=[O:20]. The reactants are C1CCOC1, COC(=O)CC#N, O=C=Nc1ccc(C(F)(F)F)cc1, [H-], [Na+].